This data is from the Open Reaction Database (ORD), a public repository of structured organic reaction records. The task is: describe an organic reaction: reactants, conditions, products, and yield Reactants: C(C)(C)(C)C=1C(=C(/C=C/C2=C(C=C(C=C2)NS(=O)(=O)C)CNCCC(C)C)C=C(C1)N1C(NC(C=C1)=O)=O)OC ((E)-N-(4-(3-tert-butyl-5-(2,4-dioxo-3,4-dihydropyrimidin-1(2H)-yl)-2-methoxystyryl)-3-((isopentylamino)methyl)phenyl)methanesulfonamide), O-methoxylamine hydrochloride, C([O-])(O)=O.[Na+] (sodium bicarbonate), Cl (HCl). Solvent: CCO (EtOH). Run at temperature 70 celsius, time 2 hour. Yields the product C(C)(C)(C)C=1C(=C(C=CC2=C(C=C(C=C2)NS(=O)(=O)C)/C=N/OC)C=C(C1)N1C(NC(C=C1)=O)=O)OC (N-(4-(3-tert-butyl-5-(2,4-dioxo-3,4-dihydropyrimidin-1(2H)-yl)-2-methoxystyryl)-3-((E)-(methoxyimino)methyl)phenyl)methanesulfonamide). Isolated yield 64.0%. As a reaction SMILES: [C:1]([C:5]1[C:6]([O:39][CH3:40])=[C:7]([CH:28]=[C:29]([N:31]2[CH:36]=[CH:35][C:34](=[O:37])[NH:33][C:32]2=[O:38])[CH:30]=1)/[CH:8]=[CH:9]/[C:10]1[CH:15]=[CH:14][C:13]([NH:16][S:17]([CH3:20])(=[O:19])=[O:18])=[CH:12][C:11]=1[CH2:21][NH:22]CCC(C)C)([CH3:4])([CH3:3])[CH3:2].[C:41](=O)(O)[O-:42].[Na+].Cl>CCO>[C:1]([C:5]1[C:6]([O:39][CH3:40])=[C:7]([CH:28]=[C:29]([N:31]2[CH:36]=[CH:35][C:34](=[O:37])[NH:33][C:32]2=[O:38])[CH:30]=1)[CH:8]=[CH:9][C:10]1[CH:15]=[CH:14][C:13]([NH:16][S:17]([CH3:20])(=[O:18])=[O:19])=[CH:12][C:11]=1/[CH:21]=[N:22]/[O:42][CH3:41])([CH3:3])([CH3:2])[CH3:4] |f:1.2|. Reported procedure: To a solution of the product from Example 30, Part A (35 mg, 0.070 mmol) in EtOH (2 ml) was added O-methoxylamine hydrochloride (29 mg, 0.35 mmol) and sodium bicarbonate (30 mg, 0.35 mmol). The resulting mixture was stirred at 70° C. for 2 h. To the mixture was added 1 N aq. HCl (1 ml) to give a colorless precipitate that was filtered and dried to give the title compound as a colorless solid (24 mg, 64%). 1H NMR (300 MHz, DMSO-d6) δ ppm 11.43 (d, J=2.21 Hz, 1 H) 9.94 (s, 1 H) 8.74 (s, 1 H) 7.79-... Starting materials: B(Br)(Br)Br (boron tribromide), ClC=1C(=NC(=NC1)NC=1C=C(C=CC1)CCCO)NCC1=CC(=CC=C1)OC (3-[3-({5-chloro-4-[(3-methoxybenzyl)amino]pyrimidin-2-yl}amino)phenyl]propan-1-ol), resultant mixture, C(=O)(O)[O-].[Na+] (NaHCO3). The solvent is C(Cl)Cl (methylene chloride), C(Cl)Cl (DCM), C(Cl)Cl (DCM). Run at time 8 hour. Product: BrCCCC=1C=C(C=CC1)NC1=NC=C(C(=N1)NCC=1C=C(C=CC1)O)Cl (3-{[(2-{[3-(3-Bromopropyl)phenyl]amino}-5-chloropyrimidin-4-yl)amino]methyl}phenol). Isolated yield 74.0%. Reaction SMILES: [Cl:1][C:2]1[C:3]([NH:19][CH2:20][C:21]2[CH:26]=[CH:25][CH:24]=[C:23]([O:27]C)[CH:22]=2)=[N:4][C:5]([NH:8][C:9]2[CH:10]=[C:11]([CH2:15][CH2:16][CH2:17]O)[CH:12]=[CH:13][CH:14]=2)=[N:6][CH:7]=1.B(Br)(Br)[Br:30].C([O-])(O)=O.[Na+]>C(Cl)Cl>[Br:30][CH2:17][CH2:16][CH2:15][C:11]1[CH:10]=[C:9]([NH:8][C:5]2[N:4]=[C:3]([NH:19][CH2:20][C:21]3[CH:22]=[C:23]([OH:27])[CH:24]=[CH:25][CH:26]=3)[C:2]([Cl:1])=[CH:7][N:6]=2)[CH:14]=[CH:13][CH:12]=1 |f:2.3|. Reported procedure: Into a 1-neck round-bottom flask were added 3-[3-({5-chloro-4-[(3-methoxybenzyl)amino]pyrimidin-2-yl}amino)phenyl]propan-1-ol (0.18 g, 0.45 mmol) and DCM (5 mL). To the reaction mixture was added a solution of boron tribromide in methylene chloride (3.0 mL, 3.0 mmol, 1.0 M) at 0° C. The mixture was allowed to warm up to rt and stirred overnight. The resultant mixture was cooled in a dry ice bath when NaHCO3 (saturated aqueous solution, 10 mL) was added. The mixture was allowed to warm up to rt a... The reactants are N#CCC(O)c1cccc(Br)c1, C1CCOC1. Product: NCCC(O)c1cccc(Br)c1. Reaction SMILES: [Br:1][c:2]1[cH:3][c:4]([CH:8]([CH2:9][C:10]#[N:11])[OH:12])[cH:5][cH:6][cH:7]1.[CH2:13]1[O:14][CH2:15][CH2:16][CH2:17]1>>[Br:1][c:2]1[cH:3][c:4]([CH:8]([CH2:9][CH2:10][NH2:11])[OH:12])[cH:5][cH:6][cH:7]1. Starting materials: Br.BrCCN (2-bromoethylamine hydrobromide), [OH-].[Na+] (sodium hydroxide), O=C1NC2=CC=C(C=C2NC1=O)S(=O)(=O)Cl (1,2,3,4-tetrahydro-2,3-dioxo-6-quinoxalinesulfonyl chloride). Solvent: O (water). Run at time 6 hour. Yields the product BrCCNS(=O)(=O)C=1C=C2NC(C(NC2=CC1)=O)=O (N-(2-bromoethyl)-1,2,3,4-tetrahydro-2,3-dioxo-6-quinoxaline sulfonamide). Isolated yield 32.9%. Reaction SMILES: Br.[Br:2][CH2:3][CH2:4][NH2:5].[OH-].[Na+].[O:8]=[C:9]1[C:18](=[O:19])[NH:17][C:16]2[C:11](=[CH:12][CH:13]=[C:14]([S:20](Cl)(=[O:22])=[O:21])[CH:15]=2)[NH:10]1>O>[Br:2][CH2:3][CH2:4][NH:5][S:20]([C:14]1[CH:15]=[C:16]2[C:11](=[CH:12][CH:13]=1)[NH:10][C:9](=[O:8])[C:18](=[O:19])[NH:17]2)(=[O:21])=[O:22] |f:0.1,2.3|. Procedure: 20.49 g (0.1 mole) of 2-bromoethylamine hydrobromide and 4.00 g (0.1 mole) of sodium hydroxide are dissolved in 60 ml of water, and 7.82 g (0.03 mole) of 1,2,3,4-tetrahydro-2,3-dioxo-6-quinoxalinesulfonyl chloride are added to the solution, and the mixture is stirred at room temperature for 6 hours. Then it is allowed to stand for 16 hours. The separated crystals are filtered, washed successively with water and acetone, dried, dissolved in a slight amount of hot dimethyl sulfoxide and precipitat... The reactants are CN1N=CC(=C1)C=1C=C(CCOCCC(=O)O)C=CC1 (3-(3-(1-methyl-1H-pyrazol-4-yl)phenethoxy)propanoic acid), COC(CN[C@H](C)CCCC)OC ((R)—N-(2,2-dimethoxyethyl)hexan-2-amine), C(C)(=O)OCC (ethyl acetate). Solvent: CCCC(C)C (isohexane). Run at time 2 hour. Product: COC(CN(C(CCOCCC1=CC(=CC=C1)C=1C=NN(C1)C)=O)[C@H](C)CCCC)OC ((R)—N-(2,2-Dimethoxyethyl)-N-(hexan-2-yl)-3-(3-(1-methyl-1H-pyrazol-4-yl)phenethoxy)propanamide). RXN SMILES: [CH3:1][N:2]1[CH:6]=[C:5]([C:7]2[CH:8]=[C:9]([CH:18]=[CH:19][CH:20]=2)[CH2:10][CH2:11][O:12][CH2:13][CH2:14][C:15]([OH:17])=O)[CH:4]=[N:3]1.[CH3:21][O:22][CH:23]([O:32][CH3:33])[CH2:24][NH:25][C@@H:26]([CH2:28][CH2:29][CH2:30][CH3:31])[CH3:27].C(OCC)(=O)C>CCCC(C)C>[CH3:21][O:22][CH:23]([O:32][CH3:33])[CH2:24][N:25]([C@@H:26]([CH2:28][CH2:29][CH2:30][CH3:31])[CH3:27])[C:15](=[O:17])[CH2:14][CH2:13][O:12][CH2:11][CH2:10][C:9]1[CH:18]=[CH:19][CH:20]=[C:7]([C:5]2[CH:4]=[N:3][N:2]([CH3:1])[CH:6]=2)[CH:8]=1. Reported procedure: The subtitled compound (234 mg) was prepared using a similar method to that described in Preparation 3 Step iii) from 3-(3-(1-methyl-1H-pyrazol-4-yl)phenethoxy)propanoic acid [Example 2a, Step i)] and (R)—N-(2,2-dimethoxyethyl)hexan-2-amine [Preparation 13] and the reaction mixture was stirred for 2 h. The elution gradient used was 30-50% ethyl acetate in isohexane. 1H NMR (400 MHz, CDCl3) δ 7.75 (s, 1H), 7.62 (s, 1H), 7.36-7.24 (m, 3H), 7.11-7.05 (m, 1H), 4.69-4.63 and 4.41-4.37 (m, 1H), 4.38-4... Starting materials: Cc1cc(COS(C)(=O)=O)no1, O=C(c1c[nH]c2cc(Cl)ccc12)N1CCC2(CC1)OCc1ccccc12. The product is Cc1cc(Cn2cc(C(=O)N3CCC4(CC3)OCc3ccccc34)c3ccc(Cl)cc32)no1. As a reaction SMILES: [CH3:27][c:28]1[cH:29][c:30]([CH2:33][O:34][S:35]([CH3:36])(=[O:37])=[O:38])[n:31][o:32]1.[Cl:1][c:2]1[cH:3][cH:4][c:5]2[c:6]([C:11](=[O:12])[N:13]3[CH2:14][CH2:15][C:16]4([O:17][CH2:18][c:19]5[c:20]4[cH:21][cH:22][cH:23][cH:24]5)[CH2:25][CH2:26]3)[cH:7][nH:8][c:9]2[cH:10]1>>[Cl:1][c:2]1[cH:3][cH:4][c:5]2[c:6]([C:11](=[O:12])[N:13]3[CH2:14][CH2:15][C:16]4([O:17][CH2:18][c:19]5[c:20]4[cH:21][cH:22][cH:23][cH:24]5)[CH2:25][CH2:26]3)[cH:7][n:8]([CH2:33][c:30]3[cH:29][c:28]([CH3:27])[o:32][n:31]3)[c:9]2[cH:10]1.